From a dataset of the Open Reaction Database (ORD), a public repository of structured organic reaction records. describe an organic reaction: reactants, conditions, products, and yield Reactants: C(C)(=O)OC(C)=O (acetic anhydride), C(=O)O (formic acid), NC=1C(=CC(=C(C(=O)OC)C1)OC)OC (methyl 5-amino-2,4-dimethoxybenzoate). The solvent is O1CCCC1 (tetrahydrofuran). Conditions: temperature 50 celsius, time 2 hour. Yields the product COC1=C(C(=O)OC)C=C(C(=C1)OC)NC=O (methyl 2,4-dimethoxy-5-formylaminobenzoate). As a reaction SMILES: [C:1](OC(=O)C)(=[O:3])C.C(O)=O.[NH2:11][C:12]1[C:13]([O:24][CH3:25])=[CH:14][C:15]([O:22][CH3:23])=[C:16]([CH:21]=1)[C:17]([O:19][CH3:20])=[O:18]>O1CCCC1>[CH3:23][O:22][C:15]1[CH:14]=[C:13]([O:24][CH3:25])[C:12]([NH:11][CH:1]=[O:3])=[CH:21][C:16]=1[C:17]([O:19][CH3:20])=[O:18]. Procedure: A 1.96 g portion of acetic anhydride was mixed with 0.89 ml of formic acid, followed by stirring at 50° C. for 2 hours. The resulting solution was mixed with 1.5 g of methyl 5-amino-2,4-dimethoxybenzoate dissolved in advance in 3 ml of tetrahydrofuran, followed by 6 hours stirring. After completion of the reaction, the thus precipitated product of interest was collected by filtration, washed with diethyl ether and then dried under a reduced pressure to give 1.62 g of methyl 2,4-dimethoxy-5-formy... The reactants are C1CCNC1, Cc1ccc(-c2oncc2C(=O)O)cc1. The product is Cc1ccc(-c2oncc2C(=O)N2CCCC2)cc1. Reaction SMILES: [CH2:16]1[CH2:17][CH2:18][NH:19][CH2:20]1.[CH3:1][c:2]1[cH:3][cH:4][c:5](-[c:8]2[c:9]([C:13](=[O:14])[OH:15])[cH:10][n:11][o:12]2)[cH:6][cH:7]1>>[CH3:1][c:2]1[cH:3][cH:4][c:5](-[c:8]2[c:9]([C:13](=[O:15])[N:19]3[CH2:18][CH2:17][CH2:16][CH2:20]3)[cH:10][n:11][o:12]2)[cH:6][cH:7]1. Reactants: BrCCCCCC(SC1=CC=C(C=C1)C)C1=CC(=C(C=C1)OC)OC (4-[6-bromo-1-[(4-methylphenyl)thio]hexyl]-1,2-dimethoxybenzene), C1OC=2C=C3CCNCC3=CC2O1 (6,7-methylenedioxy-1,2,3,4-tetrahydroisoquinoline). Solvent: C(C)#N (acetonitrile). Product: COC=1C=C(C=CC1OC)C(CCCCCN1CC=2C=C3C(=CC2CC1)OCO3)SC3=CC=C(C=C3)C (6-[6-(3,4-Dimethoxyphenyl)-6-[(4-methylphenyl)thio]-hexyl]-5,6,7,8-tetrahydro-1,3-dioxolo[4,5-g]isoquinoline). Yield: 91.7%. RXN SMILES: Br[CH2:2][CH2:3][CH2:4][CH2:5][CH2:6][CH:7]([C:16]1[CH:21]=[CH:20][C:19]([O:22][CH3:23])=[C:18]([O:24][CH3:25])[CH:17]=1)[S:8][C:9]1[CH:14]=[CH:13][C:12]([CH3:15])=[CH:11][CH:10]=1.[CH2:26]1[O:38][C:37]2[CH:36]=[C:35]3[C:30]([CH2:31][CH2:32][NH:33][CH2:34]3)=[CH:29][C:28]=2[O:27]1>C(#N)C>[CH3:25][O:24][C:18]1[CH:17]=[C:16]([CH:7]([S:8][C:9]2[CH:14]=[CH:13][C:12]([CH3:15])=[CH:11][CH:10]=2)[CH2:6][CH2:5][CH2:4][CH2:3][CH2:2][N:33]2[CH2:32][CH2:31][C:30]3[CH:29]=[C:28]4[O:27][CH2:26][O:38][C:37]4=[CH:36][C:35]=3[CH2:34]2)[CH:21]=[CH:20][C:19]=1[O:22][CH3:23]. Procedure details: The procedure of Example 46 is repeated using 3.67 g of 4-[6-bromo-1-[(4-methylphenyl)thio]hexyl]-1,2-dimethoxybenzene in 40 mL of acetonitrile and 2.65 g of 6,7-methylenedioxy-1,2,3,4-tetrahydroisoquinoline. This affords 4.13 g of the desired product as a yellow gum.